Dataset: the Open Reaction Database (ORD), a public repository of structured organic reaction records. Task: describe an organic reaction: reactants, conditions, products, and yield The reactants are C1CCOC1, CC(C)(C)[O-], O=C(NCCCl)NCCNC(=O)c1nnn(-c2ccc(C(=O)NCC(F)(F)F)cc2)c1CCCCCF, Cl, [K+]. The product is O=C(NCC(F)(F)F)c1ccc(-n2nnc(C(=O)NCCN3CCNC3=O)c2CCCCCF)cc1. RXN SMILES: [CH2:45]1[O:46][CH2:47][CH2:48][CH2:49]1.[CH3:38][C:39]([CH3:40])([O-:41])[CH3:42].[Cl:1][CH2:2][CH2:3][NH:4][C:5](=[O:6])[NH:7][CH2:8][CH2:9][NH:10][C:11](=[O:12])[c:13]1[n:14][n:15][n:16](-[c:24]2[cH:25][cH:26][c:27]([C:30](=[O:31])[NH:32][CH2:33][C:34]([F:35])([F:36])[F:37])[cH:28][cH:29]2)[c:17]1[CH2:18][CH2:19][CH2:20][CH2:21][CH2:22][F:23].[ClH:44].[K+:43]>>[CH2:2]1[CH2:3][NH:4][C:5](=[O:6])[N:7]1[CH2:8][CH2:9][NH:10][C:11](=[O:12])[c:13]1[n:14][n:15][n:16](-[c:24]2[cH:25][cH:26][c:27]([C:30](=[O:31])[NH:32][CH2:33][C:34]([F:35])([F:36])[F:37])[cH:28][cH:29]2)[c:17]1[CH2:18][CH2:19][CH2:20][CH2:21][CH2:22][F:23]. The product is CCOC(=O)c1cc(OCC(=O)OCc2ccccc2)n(-c2ccccc2)n1. Reaction SMILES: [Br:18][CH2:19][C:20](=[O:21])[O:22][CH2:23][c:24]1[cH:25][cH:26][cH:27][cH:28][cH:29]1.[C:30](=[O:31])([O-:32])[O-:33].[CH2:1]([CH3:2])[O:3][C:4](=[O:5])[c:6]1[n:7][n:8](-[c:12]2[cH:13][cH:14][cH:15][cH:16][cH:17]2)[c:9]([OH:11])[cH:10]1.[Cs+:34].[Cs+:35].[O:36]=[CH:37][N:38]([CH3:39])[CH3:40]>>[CH2:1]([CH3:2])[O:3][C:4](=[O:5])[c:6]1[n:7][n:8](-[c:12]2[cH:13][cH:14][cH:15][cH:16][cH:17]2)[c:9]([O:11][CH2:19][C:20](=[O:21])[O:22][CH2:23][c:24]2[cH:25][cH:26][cH:27][cH:28][cH:29]2)[cH:10]1. Starting materials: O=C(CBr)OCc1ccccc1, O=C([O-])[O-], CCOC(=O)c1cc(O)n(-c2ccccc2)n1, [Cs+], [Cs+], CN(C)C=O. Starting materials: OCCCNC(OC(C)(C)C)=O (tert-butyl 3-hydroxypropylcarbamate), N1=CC=CC=C1 (pyridine), C(OCC)(=O)Cl (ethyl chlorocarbonate). Run in C(C)(=O)OCC (Ethyl acetate), C(C)(=O)OCC (ethyl acetate). Reaction conditions: time 24 hour. Yields the product C(OCCCNC(=O)OC(C)(C)C)(OCC)=O (3-[(tert-Butoxycarbonyl)amino]propyl Ethyl Carbonate). The yield is 82.5%. As a reaction SMILES: [OH:1][CH2:2][CH2:3][CH2:4][NH:5][C:6](=[O:12])[O:7][C:8]([CH3:11])([CH3:10])[CH3:9].N1C=CC=CC=1.[C:19](Cl)(=[O:23])[O:20][CH2:21][CH3:22]>C(OCC)(=O)C>[C:19](=[O:23])([O:20][CH2:21][CH3:22])[O:1][CH2:2][CH2:3][CH2:4][NH:5][C:6]([O:7][C:8]([CH3:9])([CH3:11])[CH3:10])=[O:12]. Procedure details: To a mixture of tert-butyl 3-hydroxypropylcarbamate (8.00 g) obtained in Reference Example 40 and ethyl acetate (50 mL) were added pyridine (4.06 mL) and ethyl chlorocarbonate (5.95 g) under ice-cooling, and the mixture was stirred at room temperature for 24 hrs. Ethyl acetate (100 mL) was added to the reaction mixture, and the mixture was washed with water (50 mL), an aqueous copper sulfate solution (30 mL), water (30 mL) and saturated brine (30 mL), and dried over anhydrous sodium sulfate. Con...